From a dataset of the Open Reaction Database (ORD), a public repository of structured organic reaction records. describe an organic reaction: reactants, conditions, products, and yield Procedure: The title compound is prepared in 83% yield (4.12 g, a white solid) from 5,6-dichloronicotinic acid (4.00 g, 20.8 mmol) and 2,2-difluoroethanol instead of 2,2,2-trifluoroethanol by the similar manner in Step-1 of Amine-1. The product is ClC=1C(=NC=C(C(=O)O)C1)OCC(F)F (5-chloro-6-(2,2-difluoroethoxy)nicotinic acid). Starting materials: ClC=1C(=NC=C(C(=O)O)C1)Cl (5,6-dichloronicotinic acid), FC(CO)F (2,2-difluoroethanol), Amine-1. Isolated yield 83.0%. As a reaction SMILES: [Cl:1][C:2]1[C:3](Cl)=[N:4][CH:5]=[C:6]([CH:10]=1)[C:7]([OH:9])=[O:8].[F:12][CH:13]([F:16])[CH2:14][OH:15]>>[Cl:1][C:2]1[C:3]([O:15][CH2:14][CH:13]([F:16])[F:12])=[N:4][CH:5]=[C:6]([CH:10]=1)[C:7]([OH:9])=[O:8].